From a dataset of the Open Reaction Database (ORD), a public repository of structured organic reaction records. describe an organic reaction: reactants, conditions, products, and yield Run in O1CCCC1 (tetrahydrofuran). Procedure: To a solution of the compound prepared in Example 23 (135 mg) in tetrahydrofuran (1.2 ml)-ethanol (0.3 ml) were added portionwise nickel chloride hexahydrate (70 mg) and sodium borohydride (45 mg) at 0° C. The mixture was stirred for 15 minutes. The reaction mixture was extracted with diethyl ether. The organic layer was filtered. The filtrate was extracted with diethyl ether. The organic layer was washed with a saturated aqueous solution of sodium chloride, dried over anhydrous magnesium sulfat... Reagents/catalysts: O.O.O.O.O.O.[Ni](Cl)Cl (nickel chloride hexahydrate). Run at time 15 minute. As a reaction SMILES: [CH2:1]([O:3][C:4](=[O:35])[CH:5]=[CH:6][C:7]1[CH:12]=[CH:11][C:10]([CH2:13][O:14][C:15]2[CH:20]=[CH:19][CH:18]=[CH:17][CH:16]=2)=[CH:9][C:8]=1[N:21]([CH2:23][CH2:24][C:25]1[CH:34]=[CH:33][C:32]2[C:27](=[CH:28][CH:29]=[CH:30][CH:31]=2)[CH:26]=1)[CH3:22])[CH3:2].C(O)C.[BH4-].[Na+]>O1CCCC1.O.O.O.O.O.O.[Ni](Cl)Cl>[CH2:1]([O:3][C:4](=[O:35])[CH2:5][CH2:6][C:7]1[CH:12]=[CH:11][C:10]([CH2:13][O:14][C:15]2[CH:16]=[CH:17][CH:18]=[CH:19][CH:20]=2)=[CH:9][C:8]=1[N:21]([CH2:23][CH2:24][C:25]1[CH:34]=[CH:33][C:32]2[C:27](=[CH:28][CH:29]=[CH:30][CH:31]=2)[CH:26]=1)[CH3:22])[CH3:2] |f:2.3,5.6.7.8.9.10.11|. Product: C(C)OC(CCC1=C(C=C(C=C1)COC1=CC=CC=C1)N(C)CCC1=CC2=CC=CC=C2C=C1)=O (3-[4-phenoxymethyl-2-[N-[2-(naphthalen-2-yl)ethyl]-N-methylamino]phenyl]propanoic acid ethyl ester). The reactants are C(C)OC(C=CC1=C(C=C(C=C1)COC1=CC=CC=C1)N(C)CCC1=CC2=CC=CC=C2C=C1)=O (4-phenoxymethyl-2-[N-[2-(naphthalen-2-yl)ethyl]-N-methylamino]cinnamic acid ethyl ester), C(C)O (ethanol), [BH4-].[Na+] (sodium borohydride). The reactants are ClC=1C(=C(CNC)C=CC1)OCC (3-chloro-2-ethoxy-benzyl-methylamine), (E)-3-(4-methyl-2-oxo-2,3,4,5-tetrahydro-1H-pyrido[2,3,-e][1,4]diazepin-7-yl)acrylic acid hydrochloride, CNCC1=C(C2=CC=CC=C2C=C1)CCC (methyl-(1-propyl-naphthalen-2-ylmethyl)amine), Cl.N1(CCOCC1)CCN1C(NC2=C(C1)C=C(C=N2)/C=C/C(=O)O)=O ((E)-3-[3-(2-morpholin-4-yl-ethyl)-2-oxo-1,2,3,4-tetrahydro-pyrido[2,3-d]pyrimidin-6-yl]acrylic acid hydrochloride). The product is Cl.ClC=1C(=C(CN(C(\C=C\C2=CC3=C(NC(N(C3)CCN3CCOCC3)=O)N=C2)=O)C)C=CC1)OCC ((E)-N-(3-Chloro-2-ethoxy-benzyl)-N-methyl-3-[3-(2-morpholin-4-yl-ethyl)-2-oxo-1,2,3,4-tetrahydro-pyrido[2,3-d]pyrimidin-6-yl]acrylamide hydrochloride). The yield is 60.0%. RXN SMILES: [Cl:1][C:2]1[C:3]([O:11][CH2:12][CH3:13])=[C:4]([CH:8]=[CH:9][CH:10]=1)[CH2:5][NH:6][CH3:7].CNCC1C=CC2C(=CC=CC=2)C=1CCC.Cl.[N:31]1([CH2:37][CH2:38][N:39]2[CH2:44][C:43]3[CH:45]=[C:46](/[CH:49]=[CH:50]/[C:51]([OH:53])=O)[CH:47]=[N:48][C:42]=3[NH:41][C:40]2=[O:54])[CH2:36][CH2:35][O:34][CH2:33][CH2:32]1>>[ClH:1].[Cl:1][C:2]1[C:3]([O:11][CH2:12][CH3:13])=[C:4]([CH:8]=[CH:9][CH:10]=1)[CH2:5][N:6]([CH3:7])[C:51](=[O:53])/[CH:50]=[CH:49]/[C:46]1[CH:47]=[N:48][C:42]2[NH:41][C:40](=[O:54])[N:39]([CH2:38][CH2:37][N:31]3[CH2:32][CH2:33][O:34][CH2:35][CH2:36]3)[CH2:44][C:43]=2[CH:45]=1 |f:2.3,4.5|. Reported procedure: According to the procedure of Example 1, except substituting 3-chloro-2-ethoxy-benzyl-methylamine for the methyl-(1-propyl-naphthalen-2-ylmethyl)amine, and substituting (E)-3-[3-(2-morpholin-4-yl-ethyl)-2-oxo-1,2,3,4-tetrahydro-pyrido[2,3-d]pyrimidin-6-yl]acrylic acid hydrochloride for the (E)-3-(4-methyl-2-oxo-2,3,4,5-tetrahydro-1H-pyrido[2,3,-e][1,4]diazepin-7-yl)acrylic acid hydrochloride, the title compound (0.15 g, 60%) was prepared as an off-white solid: 1H NMR (500 MHz, DMSO-d6) δ 10.82-1... Starting materials: CCCCP(CCCC)CCCC, CCOCC, ClCCl, O=C(N=NC(=O)N1CCCCC1)N1CCCCC1, CCCc1c(O)ccc(C(C)=O)c1O, N#Cc1ccc(Oc2cccc(CO)c2)nc1, Cc1ccccc1. The product is CCCc1c(OCc2cccc(Oc3ccc(C#N)cn3)c2)ccc(C(C)=O)c1O. RXN SMILES: [CH2:32]([P:33]([CH2:34][CH2:35][CH2:36][CH3:37])[CH2:38][CH2:39][CH2:40][CH3:41])[CH2:42][CH2:43][CH3:44].[CH3:63][CH2:64][O:65][CH2:66][CH3:67].[Cl:68][CH2:69][Cl:70].[N:45]([C:46]([N:47]1[CH2:48][CH2:49][CH2:50][CH2:51][CH2:52]1)=[O:53])=[N:54][C:55]([N:56]1[CH2:57][CH2:58][CH2:59][CH2:60][CH2:61]1)=[O:62].[OH:18][c:19]1[c:20]([C:29]([CH3:30])=[O:31])[cH:21][cH:22][c:23]([OH:28])[c:24]1[CH2:25][CH2:26][CH3:27].[OH:1][CH2:2][c:3]1[cH:4][c:5]([O:6][c:7]2[n:8][cH:9][c:10]([C:11]#[N:12])[cH:13][cH:14]2)[cH:15][cH:16][cH:17]1.[c:71]1([CH3:72])[cH:73][cH:74][cH:75][cH:76][cH:77]1>>[O:1]([CH2:2][c:3]1[cH:4][c:5]([O:6][c:7]2[n:8][cH:9][c:10]([C:11]#[N:12])[cH:13][cH:14]2)[cH:15][cH:16][cH:17]1)[c:23]1[cH:22][cH:21][c:20]([C:29]([CH3:30])=[O:31])[c:19]([OH:18])[c:24]1[CH2:25][CH2:26][CH3:27].